From a dataset of the Open Reaction Database (ORD), a public repository of structured organic reaction records. describe an organic reaction: reactants, conditions, products, and yield The reactants are ClC1=CC=C(C=C1)C1=NC=2N(C(=C1)C1CC1)N=CC2C(=O)O (5-(4-chloro-phenyl)-7-cyclopropyl-pyrazolo[1,5-a]pyrimidine-3-carboxylic acid), ONC(C1=CC(=CC=C1)S(N)(=O)=O)=N (N-hydroxy-3-sulfamoyl-benzamidine). Product: ClC1=CC=C(C=C1)C1=NC=2N(C(=C1)C1CC1)N=CC2C2=NC(=NO2)C=2C=C(C=CC2)S(=O)(=O)N (3-{5-[5-(4-Chloro-phenyl)-7-cyclopropyl-pyrazolo[1,5-a]pyrimidin-3-yl]-[1,2,4]oxadiazol-3-yl}-benzenesulfonamide). As a reaction SMILES: [Cl:1][C:2]1[CH:7]=[CH:6][C:5]([C:8]2[CH:13]=[C:12]([CH:14]3[CH2:16][CH2:15]3)[N:11]3[N:17]=[CH:18][C:19]([C:20]([OH:22])=O)=[C:10]3[N:9]=2)=[CH:4][CH:3]=1.O[NH:24][C:25](=[NH:36])[C:26]1[CH:31]=[CH:30][CH:29]=[C:28]([S:32](=[O:35])(=[O:34])[NH2:33])[CH:27]=1>>[Cl:1][C:2]1[CH:3]=[CH:4][C:5]([C:8]2[CH:13]=[C:12]([CH:14]3[CH2:16][CH2:15]3)[N:11]3[N:17]=[CH:18][C:19]([C:20]4[O:22][N:36]=[C:25]([C:26]5[CH:27]=[C:28]([S:32]([NH2:33])(=[O:34])=[O:35])[CH:29]=[CH:30][CH:31]=5)[N:24]=4)=[C:10]3[N:9]=2)=[CH:6][CH:7]=1. Reported procedure: The title compound was prepared from 5-(4-chloro-phenyl)-7-cyclopropyl-pyrazolo[1,5-a]pyrimidine-3-carboxylic acid (example C.28) (157 mg, 0.5 mmol) and N-hydroxy-3-sulfamoyl-benzamidine [CAS-No. 9000-88-7] (161 mg, 0.75 mmol) according to general procedure II. Obtained after purification by column chromatography (dichloromethane/MeOH/NH4OH) and crystallization (dichloromethane) as an off-white solid (113 mg, 46%). MS (EI) 492.1 [(M)+]; mp 285° C. Reactants: CN(C)CCN1CCOc2cc(N)ccc21, CCO, I, [Na+], O=C([O-])O, CSC(=N)c1cccs1. The product is CN(C)CCN1CCOc2cc(NC(=N)c3cccs3)ccc21. As a reaction SMILES: [CH3:1][N:2]([CH2:3][CH2:4][N:5]1[c:6]2[c:7]([cH:11][c:12]([NH2:15])[cH:13][cH:14]2)[O:8][CH2:9][CH2:10]1)[CH3:16].[CH3:27][CH2:28][OH:29].[IH:17].[Na+:34].[O-:30][C:31]([OH:32])=[O:33].[s:18]1[c:19]([C:23](=[NH:24])[S:25][CH3:26])[cH:20][cH:21][cH:22]1>>[CH3:1][N:2]([CH2:3][CH2:4][N:5]1[c:6]2[c:7]([cH:11][c:12]([NH:15][C:23]([c:19]3[s:18][cH:22][cH:21][cH:20]3)=[NH:24])[cH:13][cH:14]2)[O:8][CH2:9][CH2:10]1)[CH3:16]. The solvent is C1(=CC=CC=C1)C (toluene). Yields the product BrC1=C(C=CC=C1)C1=NC=CC2=CC=CC=C12 (1-(2-Bromophenyl)isoquinoline). Procedure: A mixture of 28.6 g (100 mmol) of 1-(2-bromophenyl)-3,4-dihydroisoquinoline, 86.9 g (1 mol) of manganese dioxide and 200 ml of 1,2-dichlorobenzene was stirred at 180° C. for 5 h. After cooling, the mixture was diluted with 500 ml of toluene and filtered through silica gel. After the solvent had been removed, the product was obtained as a yellow oil. The yield at a purity of approx. 99.0% was 26.0 g (91 mmol), 91.4% of theory. As a reaction SMILES: [Br:1][C:2]1[CH:7]=[CH:6][CH:5]=[CH:4][C:3]=1[C:8]1[C:17]2[C:12](=[CH:13][CH:14]=[CH:15][CH:16]=2)[CH2:11][CH2:10][N:9]=1.ClC1C=CC=CC=1Cl>C1(C)C=CC=CC=1.[O-2].[O-2].[Mn+4]>[Br:1][C:2]1[CH:7]=[CH:6][CH:5]=[CH:4][C:3]=1[C:8]1[C:17]2[C:12](=[CH:13][CH:14]=[CH:15][CH:16]=2)[CH:11]=[CH:10][N:9]=1 |f:3.4.5|. The reagents and catalysts are [O-2].[O-2].[Mn+4] (manganese dioxide). Reaction conditions: temperature 180 celsius, time 5 hour. The reactants are BrC1=C(C=CC=C1)C1=NCCC2=CC=CC=C12 (1-(2-bromophenyl)-3,4-dihydroisoquinoline), ClC1=C(C=CC=C1)Cl (1,2-dichlorobenzene). Isolated yield 96.5%. The product is CN(CCOC=1C(=C2C(=NC=NN2C1)OC1=C(C=C(C=C1)N)F)C)C (4-(6-(2-(Dimethylamino)ethoxy)-5-methylpyrrolo[2,1-f][1,2,4]triazin-4-yloxy)-3-fluorobenzenamine). Reactants: FC1=C(OC2=NC=NN3C2=C(C(=C3)OCCN(C)C)C)C=CC(=C1)[N+](=O)[O-] (2-(4-(2-Fluoro-4-nitrophenoxy)-5-methylpyrrolo[2,1-f][1,2,4]triazin-6-yloxy)-N,N-dimethylethanamine), Cl.Cl.FC=1C=C(C=CC1OC1=NC=NN2C1=C(C(=C2)OCCN2CCN(CC2)C)C)NC(=S)NC(CC2=CC=C(C=C2)F)=O (1-(3-Fluoro-4-(5-methyl-6-(2-(4-methylpiperazin-1-yl)ethoxy)pyrrolo[2,1-f][1,2,4] triazin-4-yloxy)phenyl)-3-(2-(4-fluorophenyl)acetyl)thiourea, bis-hydrochloride salt). As a reaction SMILES: [F:1][C:2]1[CH:24]=[C:23]([N+:25]([O-])=O)[CH:22]=[CH:21][C:3]=1[O:4][C:5]1[C:10]2=[C:11]([CH3:20])[C:12]([O:14][CH2:15][CH2:16][N:17]([CH3:19])[CH3:18])=[CH:13][N:9]2[N:8]=[CH:7][N:6]=1.Cl.Cl.FC1C=C(NC(NC(=O)CC2C=CC(F)=CC=2)=S)C=CC=1OC1C2=C(C)C(OCCN3CCN(C)CC3)=CN2N=CN=1>>[CH3:18][N:17]([CH3:19])[CH2:16][CH2:15][O:14][C:12]1[C:11]([CH3:20])=[C:10]2[N:9]([CH:13]=1)[N:8]=[CH:7][N:6]=[C:5]2[O:4][C:3]1[CH:21]=[CH:22][C:23]([NH2:25])=[CH:24][C:2]=1[F:1] |f:1.2.3|. Procedure: 2-(4-(2-Fluoro-4-nitrophenoxy)-5-methylpyrrolo[2,1-f][1,2,4]triazin-6-yloxy)-N,N-dimethylethanamine (22 mg, 0.06 mmol) was converted to the title compound (20 mg, 100%) in a manner similar to the preparation of Compound B of Example 28. The resultant yellow glass was used in the next step without further purification. MS(ESI+) m/z 346.3 (M+H)+. The reactants are CC(=O)OC(C)=O, Nc1cccc(Cl)c1Cl, c1ccccc1. The product is CC(=O)Nc1cccc(Cl)c1Cl. As a reaction SMILES: [CH3:10][C:11](=[O:12])[O:13][C:14](=[O:15])[CH3:16].[NH2:1][c:2]1[cH:3][cH:4][cH:5][c:6]([Cl:7])[c:8]1[Cl:9].[cH:17]1[cH:18][cH:19][cH:20][cH:21][cH:22]1>>[NH:1]([c:2]1[cH:3][cH:4][cH:5][c:6]([Cl:7])[c:8]1[Cl:9])[C:11]([CH3:10])=[O:12]. Reactants: Cl.S1C(=CC=C1)C(N)=N (thiophene-2-carboximidamide hydrochloride), ClC(Cl)(Cl)S (perchloromethyl mercaptan), [OH-].[Na+] (sodium hydroxide). The solvent is ClCCl (dichloromethane), O (water). Product: ClC1=NC(=NS1)C=1SC=CC1 (5-Chloro-3-(2-thienyl)-1,2,4-thiadiazole). The yield is 69.1%. Reaction SMILES: Cl.[S:2]1[CH:6]=[CH:5][CH:4]=[C:3]1[C:7](=[NH:9])[NH2:8].[Cl:10][C:11]([SH:14])(Cl)Cl.[OH-].[Na+]>ClCCl.O>[Cl:10][C:11]1[S:14][N:8]=[C:7]([C:3]2[S:2][CH:6]=[CH:5][CH:4]=2)[N:9]=1 |f:0.1,3.4|. Reported procedure: To a solution of thiophene-2-carboximidamide hydrochloride (1.62 g, 10.0 mmol) and perchloromethyl mercaptan (1.07 ml, 10.0 mmol) in dichloromethane (10 ml) was added dropwise a solution of sodium hydroxide (1.60 g, 40.0 mmol) in water (4 ml) under ice-cooling. Then, the reaction mixture was stirred under ice-cooling for 1 hour and at room temperature for 1 hour. The organic layer was separated, washed with water, and then dried over anhydrous magnesium sulfate. The solvent was distilled off und...